This data is from the Open Reaction Database (ORD), a public repository of structured organic reaction records. The task is: describe an organic reaction: reactants, conditions, products, and yield Conditions: temperature 70 celsius, time 1 hour. RXN SMILES: [ClH:1].[Cl:2][C:3]1[C:4]([N:9]2[C:13]([C:14]([OH:16])=[O:15])=[CH:12][C:11]([CH2:17]O)=[N:10]2)=[N:5][CH:6]=[CH:7][CH:8]=1.O=S(Cl)Cl.[CH3:23]O>C1(C)C=CC=CC=1>[Cl:1][CH2:17][C:11]1[CH:12]=[C:13]([C:14]([O:16][CH3:23])=[O:15])[N:9]([C:4]2[C:3]([Cl:2])=[CH:8][CH:7]=[CH:6][N:5]=2)[N:10]=1 |f:0.1|. The solvent is C1(=CC=CC=C1)C (toluene). Product: ClCC1=NN(C(=C1)C(=O)OC)C1=NC=CC=C1Cl (Methyl 3-(chloromethyl)-1-(3-chloropyridin-2-yl)-1H-pyrazol-5-carboxylate). Reactants: O=S(Cl)Cl (SOCl2), Cl.ClC=1C(=NC=CC1)N1N=C(C=C1C(=O)O)CO (1-(3-Chloropyridin-2-yl)-3-(hydroxymethyl)-1H-pyrazole-5-carboxylic acid hydrochloride), CO (Methanol). Procedure details: 1-(3-Chloropyridin-2-yl)-3-(hydroxymethyl)-1H-pyrazole-5-carboxylic acid hydrochloride (0.1 mol) was initially charged in 50 ml of toluene. SOCl2 was added in portions at 60° C., The mixture was heated at 70° C. for 3 h, in the course of which the precipitate went completely into the solution. Methanol (30 ml) was slowly added dropwise to the mixture and the solution was stirred at room temperature for one hour. Subsequently, the solution was concentrated under reduced pressure. This afforded 95... The reactants are O1C(OCC1)C1=CC(=C(O[Si](C(C)C)(C(C)C)C(C)C)C=C1)F ((4-[1,3]dioxolan-2-yl-2-fluorophenoxy)triisopropylsilane), [F-].C(CCC)[N+](CCCC)(CCCC)CCCC (tetrabutylammonium fluoride), crude product, CCCCCCC.C(C)(=O)OCC (heptane ethyl acetate). Run in C1CCOC1 (THF), C1CCOC1 (THF), ClCCl (dichloromethane). Yields the product O1C(OCC1)C1=CC(=C(C=C1)O)F (4-[1,3]Dioxolan-2-yl-2-fluorophenol). Yield: 52.0%. RXN SMILES: [O:1]1[CH2:5][CH2:4][O:3][CH:2]1[C:6]1[CH:22]=[CH:21][C:9]([O:10][Si](C(C)C)(C(C)C)C(C)C)=[C:8]([F:23])[CH:7]=1.[F-].C([N+](CCCC)(CCCC)CCCC)CCC.CCCCCCC.C(OCC)(=O)C>C1COCC1.ClCCl>[O:1]1[CH2:5][CH2:4][O:3][CH:2]1[C:6]1[CH:22]=[CH:21][C:9]([OH:10])=[C:8]([F:23])[CH:7]=1 |f:1.2,3.4|. Reported procedure: To a solution of (4-[1,3]dioxolan-2-yl-2-fluorophenoxy)triisopropylsilane (Example 93, Part B) (105.9 g, approximately 0.311 mol) in THF (1.589 L) add 1.0 M tetrabutylammonium fluoride (TBAF) in THF (311 mL) in a steady stream over 5 min at 23-27° C. without cooling. Stir for 1 hr till the reaction complete by TLC (19:1 heptane/ethyl acetate). Concentrate to a red oil and partition between ether (500 mL) and deionized water (1 L). Separate the layers and extract the aqueous layer with ether (500... Starting materials: Cl (hydrochloric acid), C(C)OC1=C(C=NC2=CC3=C(C=C12)OCO3)C(=O)OCC (ethyl 4-ethoxy-6,7-methylenedioxyquinoline-3-carboxylate), C1(=CC=C(C=C1)S(=O)(=O)O)C (p-toluene-sulfonic acid), [OH-].[Na+] (sodium hydroxide). Conditions: temperature 180 celsius. Yields the product C(C)N1C=C(C(C2=CC3=C(C=C12)OCO3)=O)C(=O)O (1-ethyl-6,7-methylenedioxy-4-quinolone-3-carboxylic acid). Isolated yield 4856.1%. Reaction SMILES: C([O:3][C:4]1[C:13]2[C:8](=[CH:9][C:10]3[O:16][CH2:15][O:14][C:11]=3[CH:12]=2)[N:7]=[CH:6][C:5]=1[C:17]([O:19]CC)=[O:18])C.[C:22]1(C)C=CC(S(O)(=O)=O)=C[CH:23]=1.[OH-].[Na+].Cl>>[CH2:22]([N:7]1[C:8]2[C:13](=[CH:12][C:11]3[O:14][CH2:15][O:16][C:10]=3[CH:9]=2)[C:4](=[O:3])[C:5]([C:17]([OH:19])=[O:18])=[CH:6]1)[CH3:23] |f:2.3|. Reported procedure: A mixture of 5 g of ethyl 4-ethoxy-6,7-methylenedioxyquinoline-3-carboxylate and 0.06 g of p-toluene-sulfonic acid was heated at 180°C for 3 hours and cooled. To the product was added 50 ml of a 5% aqueous sodium hydroxide solution. The resulting mixture was heated at 90°-100°C for 30 minutes, the acidified by the addition of dilute hydrochloric acid and cooled. The precipitate was collected by filtration, washed with water and dried. There was obtained 4.42 g of 1-ethyl-6,7-methylenedioxy-4-qui... Starting materials: FC(F)Cl, Nc1nc(Cl)cc(Cl)n1, [Na+], C1COCCO1, [OH-]. Product: Nc1nc(Cl)cc(OC(F)F)n1. RXN SMILES: [F:16][CH:17]([Cl:18])[F:19].[NH2:1][c:2]1[n:3][c:4]([Cl:9])[cH:5][c:6]([Cl:8])[n:7]1.[Na+:21].[O:10]1[CH2:11][CH2:12][O:13][CH2:14][CH2:15]1.[OH-:20]>>[NH2:1][c:2]1[n:3][c:4]([O:10][CH:17]([F:16])[F:19])[cH:5][c:6]([Cl:8])[n:7]1.